From a dataset of the Open Reaction Database (ORD), a public repository of structured organic reaction records. describe an organic reaction: reactants, conditions, products, and yield Procedure details: To a stirred solution of 3-(naphthalen-1-yl)propanal (2.3 g, 12.5 mmol) in DMF (6 mL) under nitrogen is added dibenzyl phosphite (3.3 g, 12.5 mmol), followed by potassium fluoride (0.94 g, 16.2 mmol). After 2 hours, the stirred suspension is diluted with ethyl acetate (60 mL) and washed with water (3×20 mL). The organic layer is dried over anhydrous MgSO4, filtered and concentrated in vacuo. The residue is purified by flash-chromatography on silica gel, eluting with a gradient of ethyl acetate i... Run in C(C)(=O)OCC (ethyl acetate), CN(C)C=O (DMF). The product is C(C1=CC=CC=C1)OP(OCC1=CC=CC=C1)(=O)C(CCC1=CC=CC2=CC=CC=C12)O ([1-hydroxy-3-(naphthalen-1-yl)-propyl]phosphonic acid dibenzyl ester). Conditions: time 2 hour. Starting materials: C1(=CC=CC2=CC=CC=C12)CCC=O (3-(naphthalen-1-yl)propanal), P(OCC1=CC=CC=C1)(OCC1=CC=CC=C1)[O-] (dibenzyl phosphite), [F-].[K+] (potassium fluoride). RXN SMILES: [C:1]1([CH2:11][CH2:12][CH:13]=[O:14])[C:10]2[C:5](=[CH:6][CH:7]=[CH:8][CH:9]=2)[CH:4]=[CH:3][CH:2]=1.[P:15]([O-:32])([O:24][CH2:25][C:26]1[CH:31]=[CH:30][CH:29]=[CH:28][CH:27]=1)[O:16][CH2:17][C:18]1[CH:23]=[CH:22][CH:21]=[CH:20][CH:19]=1.[F-].[K+]>CN(C=O)C.C(OCC)(=O)C>[CH2:25]([O:24][P:15]([CH:13]([OH:14])[CH2:12][CH2:11][C:1]1[C:10]2[C:5](=[CH:6][CH:7]=[CH:8][CH:9]=2)[CH:4]=[CH:3][CH:2]=1)(=[O:32])[O:16][CH2:17][C:18]1[CH:19]=[CH:20][CH:21]=[CH:22][CH:23]=1)[C:26]1[CH:27]=[CH:28][CH:29]=[CH:30][CH:31]=1 |f:2.3|.